From a dataset of the Open Reaction Database (ORD), a public repository of structured organic reaction records. describe an organic reaction: reactants, conditions, products, and yield Reactants: CCOC(=O)c1cc2ccc(N(CC)CC)cc2o1, CCO, NN, O. Product: CCN(CC)c1ccc2cc(C(=O)NN)oc2c1. Reaction SMILES: [CH2:1]([O:3][C:4](=[O:2])[c:6]1[o:7][c:8]2[c:9]([cH:10]1)[cH:11][cH:12][c:13]([N:15]([CH2:16][CH3:17])[CH2:18][CH3:19])[cH:14]2)[CH3:5].[CH3:23][CH2:24][OH:25].[NH2:21][NH2:22].[OH2:20]>>[O:3]=[C:4]([c:6]1[o:7][c:8]2[c:9]([cH:10]1)[cH:11][cH:12][c:13]([N:15]([CH2:16][CH3:17])[CH2:18][CH3:19])[cH:14]2)[NH:21][NH2:22]. Reaction SMILES: [C:1](=[O:2])([CH3:3])[N:4]1[C:5](=[O:12])[CH2:6][CH2:7][CH:8]1[C:9]([CH3:10])=[O:11].[ClH:19].[K+:13].[K+:14].[O-:15][C:16]([O-:17])=[O:18]>>[NH:4]1[C:5](=[O:12])[CH2:6][CH2:7][CH:8]1[C:9]([CH3:10])=[O:11]. The reactants are CC(=O)C1CCC(=O)N1C(C)=O, Cl, [K+], [K+], O=C([O-])[O-]. Yields the product CC(=O)C1CCC(=O)N1. The reactants are C(C(=O)O)(=O)O (oxalic acid), ClC1=CC=C(C=C1)C1SC2=C(N(C1)C(CNC)=O)C=CC=C2 (2-(4-chlorophenyl)-4-(N-methylaminoacetyl)-3,4-dihydro-2H-1,4-benzothiazine), C(C=C)Br (allyl bromide), C([O-])([O-])=O.[K+].[K+] (potassium carbonate). Run in O (water), CCOCC (ether), CN(C=O)C (dimethylformamide). Reaction conditions: time 3.5 hour. The product is C(C(=O)O)(=O)O.C(C=C)N(C)CC(=O)N1CC(SC2=C1C=CC=C2)C2=CC=C(C=C2)Cl (4-(N-allyl-N-methylaminoacetyl)-2-(4-chlorophenyl)-3,4-dihydro-2H-1,4-benzothiazine oxalate). RXN SMILES: [Cl:1][C:2]1[CH:7]=[CH:6][C:5]([CH:8]2[CH2:13][N:12]([C:14](=[O:18])[CH2:15][NH:16][CH3:17])[C:11]3[CH:19]=[CH:20][CH:21]=[CH:22][C:10]=3[S:9]2)=[CH:4][CH:3]=1.[CH2:23](Br)[CH:24]=[CH2:25].C(=O)([O-])[O-].[K+].[K+].[C:33]([OH:38])(=[O:37])[C:34]([OH:36])=[O:35]>CCOCC.O.CN(C)C=O>[C:33]([OH:38])(=[O:37])[C:34]([OH:36])=[O:35].[CH2:23]([N:16]([CH2:15][C:14]([N:12]1[C:11]2[CH:19]=[CH:20][CH:21]=[CH:22][C:10]=2[S:9][CH:8]([C:5]2[CH:4]=[CH:3][C:2]([Cl:1])=[CH:7][CH:6]=2)[CH2:13]1)=[O:18])[CH3:17])[CH:24]=[CH2:25] |f:2.3.4,9.10|. Procedure details: A mixture of 2-(4-chlorophenyl)-4-(N-methylaminoacetyl)-3,4-dihydro-2H-1,4-benzothiazine (1.80 g), allyl bromide (0.52 ml), potassium carbonate (2.25 g) and dimethylformamide (20 ml) is stirred at room temperature for 3.5 hours. The reaction mixture is poured into water, and the mixture is extracted with ethyl acetate. After the solvent is distilled off, the residue is purified by silica gel column chromatography (solvent, chloroform:methanol=40:1). The caramel thus obtained is dissolved in ethe... Starting materials: CC(C)=O, COC(=O)c1cc(C(=O)O)nn1C, [N-]=[N+]=[N-], [Na+], O, O=S(Cl)Cl. Product: COC(=O)c1cc(C(=O)N=[N+]=[N-])nn1C. RXN SMILES: [CH3:18][C:19](=[O:20])[CH3:21].[CH3:1][O:2][C:3](=[O:4])[c:5]1[cH:6][c:7]([C:11](=[O:12])[OH:13])[n:8][n:9]1[CH3:10].[N-:23]=[N+:24]=[N-:25].[Na+:22].[OH2:26].[S:14]([Cl:15])([Cl:16])=[O:17]>>[CH3:1][O:2][C:3](=[O:4])[c:5]1[cH:6][c:7]([C:11](=[O:13])[N:23]=[N+:24]=[N-:25])[n:8][n:9]1[CH3:10].